From a dataset of the Open Reaction Database (ORD), a public repository of structured organic reaction records. describe an organic reaction: reactants, conditions, products, and yield Reactants: O (water), C1(CC1)CN1N=NC2=C1C=CC(=C2C(F)(F)F)C=2C=CC(=NC2F)C(CO)O (1-{5-[1-(Cyclopropylmethyl)-4-(trifluoromethyl)-1H-benzotriazol-5-yl]-6-fluoropyridin-2-yl}ethane-1,2-diol), I(=O)(=O)(=O)[O-].[Na+] (sodium periodate). Run in C(C)#N (acetonitrile). Conditions: time 1 hour. Yields the product C1(CC1)CN1N=NC2=C1C=CC(=C2C(F)(F)F)C=2C=CC(=NC2F)C=O (5-[1-(cyclopropylmethyl)-4-(trifluoromethyl)-1H-benzotriazol-5-yl]-6-fluoropyridine-2-carbaldehyde). RXN SMILES: [CH:1]1([CH2:4][N:5]2[C:9]3[CH:10]=[CH:11][C:12]([C:18]4[CH:19]=[CH:20][C:21]([CH:25]([OH:28])CO)=[N:22][C:23]=4[F:24])=[C:13]([C:14]([F:17])([F:16])[F:15])[C:8]=3[N:7]=[N:6]2)[CH2:3][CH2:2]1.O.I([O-])(=O)(=O)=O.[Na+]>C(#N)C>[CH:1]1([CH2:4][N:5]2[C:9]3[CH:10]=[CH:11][C:12]([C:18]4[CH:19]=[CH:20][C:21]([CH:25]=[O:28])=[N:22][C:23]=4[F:24])=[C:13]([C:14]([F:16])([F:15])[F:17])[C:8]=3[N:7]=[N:6]2)[CH2:3][CH2:2]1 |f:2.3|. Reported procedure: 1-{5-[1-(Cyclopropylmethyl)-4-(trifluoromethyl)-1H-benzotriazol-5-yl]-6-fluoropyridin-2-yl}ethane-1,2-diol (32 mg, 0.081 mmol) was dissolved in acetonitrile (1 ml) and deionized water (0.5 mL), cooled to 0° C. and treated with sodium periodate (19 mg, 0.089 mmol, 1.1 equiv). The ice bath was removed and the mixture was warmed to ambient temperature and stirred for 1 hour, which was diluted with ethyl acetate (30 mL) and washed with sodium bicarbonate (2×15 mL, aqueous saturated). The combined or... Reactants: C(C)(=O)N1CCC(CC1)=O (1-acetylpiperidin-4-one), N[C@@H](CC1=CC=CC=C1)C(=O)N ((S)-phenylalaninamide). Run in CCO (EtOH). Conditions: time 16 hour. Product: C(C)(=O)N1CCC2(N[C@H](C(N2)=O)CC2=CC=CC=C2)CC1 (8-acetyl-3-(S)-benzyl-1,4,8-triazaspiro[4,5]decan-2-one). As a reaction SMILES: [C:1]([N:4]1[CH2:9][CH2:8][C:7](=O)[CH2:6][CH2:5]1)(=[O:3])[CH3:2].[NH2:11][C@H:12]([C:20]([NH2:22])=[O:21])[CH2:13][C:14]1[CH:19]=[CH:18][CH:17]=[CH:16][CH:15]=1>CCO>[C:1]([N:4]1[CH2:9][CH2:8][C:7]2([NH:22][C:20](=[O:21])[C@H:12]([CH2:13][C:14]3[CH:19]=[CH:18][CH:17]=[CH:16][CH:15]=3)[NH:11]2)[CH2:6][CH2:5]1)(=[O:3])[CH3:2]. Procedure: A solution of 1-acetylpiperidin-4-one (1.5 g, 10.8 mmol) and (S)-phenylalaninamide (1.8 g, 10.8 mmol) in EtOH (30 ml) was heated under reflux for 2.5 h and stirred at RT for a further 16 h. After removal of the solvent and drying in vacuo, the product 8-acetyl-3-(S)-benzyl-1,4,8-triazaspiro[4,5]decan-2-one was obtained in a yield of 3.0 g (99%). Starting materials: C(C)(=O)N1CCC2=C(C(=C(C(=C12)[N+](=O)[O-])C)Br)C (1-Acetyl-5-bromo-4,6-dimethyl-7-nitroindoline), C(Cl)(Cl)Cl.CO (CHCl3 MeOH). Reagents/catalysts: [Pd] (Pd-C). Run at time 1 hour. The product is C(C)(=O)N1CCC2=C(C=C(C(=C12)NC(C(C)(C)C)=O)C)C (N-(1-acetyl-4,6-dimethylindolin-7-yl)-2,2-dimethylpropanamide). Reaction SMILES: [C:1]([N:4]1[C:12]2[C:7](=[C:8]([CH3:18])[C:9](Br)=[C:10]([CH3:16])[C:11]=2[N+:13]([O-])=O)[CH2:6][CH2:5]1)(=[O:3])[CH3:2].C(Cl)(Cl)Cl.[CH3:23][OH:24]>[Pd]>[C:1]([N:4]1[C:12]2[C:7](=[C:8]([CH3:18])[CH:9]=[C:10]([CH3:16])[C:11]=2[NH:13][C:23](=[O:24])[C:7]([CH3:12])([CH3:8])[CH3:6])[CH2:6][CH2:5]1)(=[O:3])[CH3:2] |f:1.2|. Reported procedure: 1-Acetyl-5-bromo-4,6-dimethyl-7-nitroindoline (30 g) was dissolved in a mixture (600 ml) of CHCl3 /MeOH=1/1 and 5% Pd-C (5.0 g) was added, which was followed by catalytic hydrogenation at 35° C. The precipitate was collected by filtration together with Pd-C, and dissolved in CHCl3 (300 ml). The mixture was washed with saturated aqueous solution of sodium hydrogencarbonate. The solvent was evaporated under reduced pressure from the filtrate and CHCl3 (300 ml) was added. The mixture was washed wit... Starting materials: O=C([O-])[O-], CCCCCO, COc1ccc(N)cc1, [Cu], [K+], [K+], O=C(O)c1ccccc1Cl. Product: COc1ccc(Nc2ccccc2C(=O)O)cc1. Reaction SMILES: [C:20](=[O:21])([O-:22])[O-:23].[CH2:26]([OH:27])[CH2:28][CH2:29][CH2:30][CH3:31].[CH3:11][O:12][c:13]1[cH:14][cH:15][c:16]([NH2:19])[cH:17][cH:18]1.[Cu:32].[K+:24].[K+:25].[OH:1][C:2](=[O:3])[c:4]1[cH:5][cH:6][cH:7][cH:8][c:9]1[Cl:10]>>[OH:1][C:2](=[O:3])[c:4]1[cH:5][cH:6][cH:7][cH:8][c:9]1[NH:19][c:16]1[cH:15][cH:14][c:13]([O:12][CH3:11])[cH:18][cH:17]1. Yields the product N1(CCCCCC1)CCOC1=CC=C(CC(C(=O)O)(CCC)S(=O)(=O)C2=CC=C(C=C2)OC)C=C1 (2-[4-(2-Azepan-1-yl-ethoxy)-benzyl]-2-(4-methoxy-benzenesulfonyl)-pentanoic acid). The reactants are C(C)OC(C(CCC)(S(=O)(=O)C1=CC=C(C=C1)OC)CC1=CC=C(C=C1)OCCN1CCCCCC1)=O (2-[4-(2-azepan-1-yl-ethoxy)-benzyl]-2-(4-methoxy-benzenesulfonyl)-pentanoic acid ethyl ester). Procedure: 2-[4-(2-Azepan-1-yl-ethoxy)-benzyl]-2-(4-methoxy-benzenesulfonyl)-pentanoic acid was prepared starting from 2-[4-(2-azepan-1-yl-ethoxy)-benzyl]-2-(4-methoxy-benzenesulfonyl)-pentanoic acid ethyl ester (2 g, 3.76 mmol) dissolved in methanol (300 ml) and 10 N NaOH (15 ml). The resulting mixture was worked up as outlined in example 1. Yield 830 mg (44%); brown solid; mp 55° C.; MS: 504.4 (M+H)+. The solvent is CO (methanol), [OH-].[Na+] (NaOH). Reaction SMILES: C([O:3][C:4](=[O:37])[C:5]([CH2:20][C:21]1[CH:26]=[CH:25][C:24]([O:27][CH2:28][CH2:29][N:30]2[CH2:36][CH2:35][CH2:34][CH2:33][CH2:32][CH2:31]2)=[CH:23][CH:22]=1)([S:9]([C:12]1[CH:17]=[CH:16][C:15]([O:18][CH3:19])=[CH:14][CH:13]=1)(=[O:11])=[O:10])[CH2:6][CH2:7][CH3:8])C>CO.[OH-].[Na+]>[N:30]1([CH2:29][CH2:28][O:27][C:24]2[CH:23]=[CH:22][C:21]([CH2:20][C:5]([S:9]([C:12]3[CH:13]=[CH:14][C:15]([O:18][CH3:19])=[CH:16][CH:17]=3)(=[O:10])=[O:11])([CH2:6][CH2:7][CH3:8])[C:4]([OH:37])=[O:3])=[CH:26][CH:25]=2)[CH2:36][CH2:35][CH2:34][CH2:33][CH2:32][CH2:31]1 |f:2.3|.